This data is from the Open Reaction Database (ORD), a public repository of structured organic reaction records. The task is: describe an organic reaction: reactants, conditions, products, and yield The reactants are ClCCl, O=C1OC(=O)C2CCCCC12, CCCCc1nc2ccc(N)cc2n1Cc1ccc(-c2ccccc2C(=O)O)cc1. Product: CCCCc1nc2ccc(NC(=O)C3CCCCC3C(=O)O)cc2n1Cc1ccc(-c2ccccc2C(=O)O)cc1. RXN SMILES: [CH2:42]([Cl:43])[Cl:44].[CH:31]12[CH:32]([CH2:33][CH2:34][CH2:35][CH2:36]1)[C:37](=[O:38])[O:39][C:40]2=[O:41].[NH2:1][c:2]1[cH:3][cH:4][c:5]2[c:6]([n:7]([CH2:14][c:15]3[cH:16][cH:17][c:18](-[c:21]4[c:22]([C:27](=[O:28])[OH:29])[cH:23][cH:24][cH:25][cH:26]4)[cH:19][cH:20]3)[c:8]([CH2:10][CH2:11][CH2:12][CH3:13])[n:9]2)[cH:30]1>>[NH:1]([c:2]1[cH:3][cH:4][c:5]2[c:6]([n:7]([CH2:14][c:15]3[cH:16][cH:17][c:18](-[c:21]4[c:22]([C:27](=[O:28])[OH:29])[cH:23][cH:24][cH:25][cH:26]4)[cH:19][cH:20]3)[c:8]([CH2:10][CH2:11][CH2:12][CH3:13])[n:9]2)[cH:30]1)[C:40]([CH:31]1[CH:32]([C:37](=[O:38])[OH:39])[CH2:33][CH2:34][CH2:35][CH2:36]1)=[O:41]. The reactants are [N+](=O)([O-])C1=CC=C(CN)C=C1 (4-nitrobenzylamine), C(C)(C)(C)OC(=O)C1=C(C=CC=C1)C1=CC=C(C=C1)CN1C(=C(C2=CC(=CC=C12)C(=O)O)C)C (1-((2′-(tert-butoxycarbonyl)biphenyl-4-yl)methyl)-2,3-dimethyl-1H-indole-5-carboxylic acid). RXN SMILES: [N+:1]([C:4]1[CH:11]=[CH:10][C:7]([CH2:8][NH2:9])=[CH:6][CH:5]=1)([O-:3])=[O:2].C([O:16][C:17]([C:19]1[CH:24]=[CH:23][CH:22]=[CH:21][C:20]=1[C:25]1[CH:30]=[CH:29][C:28]([CH2:31][N:32]2[C:40]3[C:35](=[CH:36][C:37]([C:41](O)=[O:42])=[CH:38][CH:39]=3)[C:34]([CH3:44])=[C:33]2[CH3:45])=[CH:27][CH:26]=1)=[O:18])(C)(C)C>>[CH3:45][C:33]1[N:32]([CH2:31][C:28]2[CH:29]=[CH:30][C:25]([C:20]3[C:19]([C:17]([OH:18])=[O:16])=[CH:24][CH:23]=[CH:22][CH:21]=3)=[CH:26][CH:27]=2)[C:40]2[C:35]([C:34]=1[CH3:44])=[CH:36][C:37]([C:41](=[O:42])[NH:9][CH2:8][C:7]1[CH:6]=[CH:5][C:4]([N+:1]([O-:3])=[O:2])=[CH:11][CH:10]=1)=[CH:38][CH:39]=2. Reported procedure: The title compound was prepared following the same general protocol as described in Steps 8-9, Example 1, using 4-nitrobenzylamine and 1-((2′-(tert-butoxycarbonyl)biphenyl-4-yl)methyl)-2,3-dimethyl-1H-indole-5-carboxylic acid. Yields the product CC=1N(C2=CC=C(C=C2C1C)C(NCC1=CC=C(C=C1)[N+](=O)[O-])=O)CC1=CC=C(C=C1)C=1C(=CC=CC1)C(=O)O (4′-((2,3-dimethyl-5-(4-nitrobenzylcarbamoyl)-1H-indol-1-yl)methyl)biphenyl-2-carboxylic acid). Reactants: C(C)(C)(C)OC(NC(C(N(C)OC)=O)C1=CC(=C(C=C1)Cl)Cl)=O (rac-[(3,4-dichloro-phenyl)-(methoxy-methyl-carbamoyl)-methyl]-carbamic acid tert-butyl ester), C(C)(C)(C)OC(NC(C(N(C)OC)=O)C1=CC(=C(C=C1)Cl)Cl)=O (rac-[(3,4-dichloro-phenyl)-(methoxy-methyl-carbamoyl)-methyl]-carbamic acid tert-butyl ester), BrC1=CC(=C(OC2CCOCC2)C=C1)F (4-(4-bromo-2-fluoro-phenoxy)-tetrahydro-pyran), BrC1=CC(=C(OC2CCOCC2)C=C1)F (4-(4-bromo-2-fluoro-phenoxy)-tetrahydro-pyran). Product: C(C)(C)(C)OC(NC(C(=O)C1=CC(=C(C=C1)OC1CCOCC1)F)C1=CC(=C(C=C1)Cl)Cl)=O (rac-[1-(3,4-Dichloro-phenyl)-2-[3-fluoro-4-(tetrahydro-pyran-4-yloxy)-phenyl]-2-oxo-ethyl]-carbamic acid tert-butyl ester). RXN SMILES: [C:1]([O:5][C:6](=[O:23])[NH:7][CH:8]([C:15]1[CH:20]=[CH:19][C:18]([Cl:21])=[C:17]([Cl:22])[CH:16]=1)[C:9](=[O:14])N(OC)C)([CH3:4])([CH3:3])[CH3:2].Br[C:25]1[CH:37]=[CH:36][C:28]([O:29][CH:30]2[CH2:35][CH2:34][O:33][CH2:32][CH2:31]2)=[C:27]([F:38])[CH:26]=1>>[C:1]([O:5][C:6](=[O:23])[NH:7][CH:8]([C:15]1[CH:20]=[CH:19][C:18]([Cl:21])=[C:17]([Cl:22])[CH:16]=1)[C:9]([C:25]1[CH:37]=[CH:36][C:28]([O:29][CH:30]2[CH2:31][CH2:32][O:33][CH2:34][CH2:35]2)=[C:27]([F:38])[CH:26]=1)=[O:14])([CH3:2])([CH3:3])[CH3:4]. Procedure: The title compound was prepared from rac-[(3,4-dichloro-phenyl)-(methoxy-methyl-carbamoyl)-methyl]-carbamic acid tert-butyl ester (Intermediate 9) and 4-(4-bromo-2-fluoro-phenoxy)-tetrahydro-pyran (Intermediate 16) in analogy to Example 1a): MS (ISN): 496.1 and 498.2 (M−H)−. The reactants are OC1CN(C1)C([C@H](CCC)NC(OC(C)(C)C)=O)=O ((S)-tert-butyl 1-(3-hydroxyazetidin-1-yl)-1-oxopentan-2-ylcarbamate), OC1CN(C1)C([C@H](CCC)NC(OC(C)(C)C)=O)=O ((S)-tert-butyl 1-(3-hydroxyazetidin-1-yl)-1-oxopentan-2-ylcarbamate), C(=O)(C(F)(F)F)O (TFA). Isolated yield 176.0%. Reported procedure: To a solution of (S)-tert-butyl 1-(3-hydroxyazetidin-1-yl)-1-oxopentan-2-ylcarbamate (Compound A2) (3.5 g, 12.8 mmol) in anhydrous DCM (50 mL) was added TFA (18 mL, 242 mmol) dropwise at 0° C. under N2(g). The reaction mixture was stirred at r.t for 2 h and then concentrated under reduced pressure. The residue was dissolved in DCM and concentrated under reduced pressure to remove the residue of TFA. This procedure was repeated twice with DCM and twice with MeOH. To the residue was added diethyl ... RXN SMILES: [OH:1][CH:2]1[CH2:5][N:4]([C:6](=[O:19])[C@@H:7]([NH:11]C(=O)OC(C)(C)C)[CH2:8][CH2:9][CH3:10])[CH2:3]1.C(O)(C(F)(F)F)=O>C(Cl)Cl>[NH2:11][C@@H:7]([CH2:8][CH2:9][CH3:10])[C:6]([N:4]1[CH2:3][CH:2]([OH:1])[CH2:5]1)=[O:19]. Reaction conditions: time 2 hour. Solvent: C(Cl)Cl (DCM). Product: N[C@H](C(=O)N1CC(C1)O)CCC ((S)-2-Amino-1-(3-hydroxyazetidin-1-yl)pentan-1-one).